From a dataset of the Open Reaction Database (ORD), a public repository of structured organic reaction records. describe an organic reaction: reactants, conditions, products, and yield Reactants: CN(C(=O)N1C=CC2=CC(=CC=C12)C(C(C(=O)OC)(C)C)C1=CC=CC=C1)C (methyl 3-(1-(dimethylcarbamoyl)-1H-indol-5-yl)-2,2-dimethyl-3-phenylpropanoate), [OH-].[Na+] (sodium hydroxide), CO (methanol). Solvent: CS(=O)C (dimethylsulfoxide). Reaction conditions: temperature 100 celsius, time 8 hour. Product: N1C=CC2=CC(=CC=C12)C(C(C(=O)O)(C)C)C1=CC=CC=C1 (3-(1H-indol-5-yl)-2,2-dimethyl-3-phenylpropanoic acid). Isolated yield 90.9%. Reaction SMILES: CN(C)C([N:5]1[C:13]2[C:8](=[CH:9][C:10]([CH:14]([C:22]3[CH:27]=[CH:26][CH:25]=[CH:24][CH:23]=3)[C:15]([CH3:21])([CH3:20])[C:16]([O:18]C)=[O:17])=[CH:11][CH:12]=2)[CH:7]=[CH:6]1)=O.[OH-].[Na+].CO>CS(C)=O>[NH:5]1[C:13]2[C:8](=[CH:9][C:10]([CH:14]([C:22]3[CH:23]=[CH:24][CH:25]=[CH:26][CH:27]=3)[C:15]([CH3:21])([CH3:20])[C:16]([OH:18])=[O:17])=[CH:11][CH:12]=2)[CH:7]=[CH:6]1 |f:1.2|. Reported procedure: A mixture of methyl 3-(1-(dimethylcarbamoyl)-1H-indol-5-yl)-2,2-dimethyl-3-phenylpropanoate (0.7 g, 2.2 mmol), sodium hydroxide (1M aqueous solution, 18 mL), methanol (5 mL), and dimethylsulfoxide (3 mL) was stirred at 100° C. overnight under argon. The reaction mixture was cooled, washed with diethyl ether (20 mL), acidified with 6M hydrochloric acid aqueous solution, and extracted with ethyl acetate (20 mL). The ethyl acetate extract was washed with brine (20 mL), dried (Na2SO4) and concentrat...